From a dataset of the Open Reaction Database (ORD), a public repository of structured organic reaction records. describe an organic reaction: reactants, conditions, products, and yield The reactants are C(C)OC(C(C(C(=O)OCC)=O)OC1=CC(=CC=C1)OC)=O (2-(3-Methoxy-phenoxy)-3-oxo-succinic acid diethyl ester), S(O)(O)(=O)=O (sulfuric acid), ice. Run at time 3 hour. Yields the product C(C)OC(=O)C=1OC2=C(C1C(=O)OCC)C=CC(=C2)OC (6-Methoxy-benzofuran-2,3-dicarboxylic acid diethyl ester). As a reaction SMILES: [CH2:1]([O:3][C:4](=[O:22])[CH:5]([O:13][C:14]1[CH:19]=[CH:18][CH:17]=[C:16]([O:20][CH3:21])[CH:15]=1)[C:6](=O)[C:7]([O:9][CH2:10][CH3:11])=[O:8])[CH3:2].S(=O)(=O)(O)O>>[CH2:1]([O:3][C:4]([C:5]1[O:13][C:14]2[CH:15]=[C:16]([O:20][CH3:21])[CH:17]=[CH:18][C:19]=2[C:6]=1[C:7]([O:9][CH2:10][CH3:11])=[O:8])=[O:22])[CH3:2]. Procedure details: 2-(3-Methoxy-phenoxy)-3-oxo-succinic acid diethyl ester (23) (60 g, 193.4 mmol) is dissolved in 32 ml of cooled (−15° C.) cone, sulfuric acid and stirred for 3 h whereas the reaction mixture slowly warmed up to room temperature. Then the mixture is poured onto 1 kg of ice and extracted with diethyl ether. The organic layers are washed with brine, dried over sodium sulfate, filtrated and evaporated. The crude product is purified by Flash-chromatography (silica gel, ethyl acetate/hexanes 1:9). Reactants: ( 3 ), CON(C(C1=C(C=CC(=C1)Br)C(F)(F)F)=O)C (N-methoxy-N-methyl-5-bromo-2-trifluoromethylbenzamide), C=1C=CC2=C(C1)C=CS2 (thianaphthene). Yields the product S1C2=C(C=C1CC1=C(C=CC(=C1)Br)C(F)(F)F)C=CC=C2 (1-(Benzo[b]thiophen-2-ylmethyl)-5-bromo-2-trifluoromethylbenzene). Reaction SMILES: CON(C)[C:4](=O)[C:5]1[CH:10]=[C:9]([Br:11])[CH:8]=[CH:7][C:6]=1[C:12]([F:15])([F:14])[F:13].[CH:18]1[CH:19]=[CH:20][C:21]2[S:26][CH:25]=[CH:24][C:22]=2[CH:23]=1>>[S:26]1[C:25]([CH2:4][C:5]2[CH:10]=[C:9]([Br:11])[CH:8]=[CH:7][C:6]=2[C:12]([F:15])([F:14])[F:13])=[CH:24][C:22]2[CH:23]=[CH:18][CH:19]=[CH:20][C:21]1=2. Procedure details: To a solution of the above N-methoxy-N-methyl-5-bromo-2-iodobenzamide (2.67 g) in N-methyl-2-pyrrolidinone (12 ml) were added copper (I) bromide (124 mg) and methyl fluorosulfonyl(difluoro)acetate (1.34 ml), and the mixture was stirred under heating for 1.5 hours. The reaction mixture was cooled to room temperature, and then, a diluted aqueous ammonia was added thereto, and the mixture was extracted with ethyl acetate. The extract was washed with water and brine, and dried over sodium sulfate. T... Starting materials: Cc1ccccc1, CCN(C(C)C)C(C)C, O=c1[nH]c(Nc2ccc(N3CCOCC3)cc2)nc2[nH]ccc12, O=P(Br)(Br)Br. The product is Brc1nc(Nc2ccc(N3CCOCC3)cc2)nc2[nH]ccc12. As a reaction SMILES: [CH3:38][c:39]1[cH:40][cH:41][cH:42][cH:43][cH:44]1.[CH:29]([N:30]([CH:31]([CH3:32])[CH3:33])[CH2:34][CH3:35])([CH3:36])[CH3:37].[O:1]1[CH2:2][CH2:3][N:4]([c:7]2[cH:8][cH:9][c:10]([NH:13][c:14]3[nH:15][c:16](=[O:23])[c:17]4[c:18]([n:19]3)[nH:20][cH:21][cH:22]4)[cH:11][cH:12]2)[CH2:5][CH2:6]1.[P:24]([Br:25])([Br:26])([Br:27])=[O:28]>>[O:1]1[CH2:2][CH2:3][N:4]([c:7]2[cH:8][cH:9][c:10]([NH:13][c:14]3[n:15][c:16]([Br:26])[c:17]4[c:18]([n:19]3)[nH:20][cH:21][cH:22]4)[cH:11][cH:12]2)[CH2:5][CH2:6]1. Starting materials: OC1=C(CN(C2=CC=CC=C12)C1=CC=CC=C1)C(=O)NC=1SC=C(N1)C (1,2-dihydro-4-hydroxy-N-(4-methyl-2-thiazolyl)-1-phenyl-3-quinolinecarboxamide). Reagents/catalysts: [O-2].[O-2].[Mn+4] (manganese dioxide). Solvent: C1(=CC=CC=C1)C (toluene). Reaction conditions: time 2 hour. Product: CC=1N=C(SC1)NC(=O)C1=CN(C2=CC=CC=C2C1=O)C1=CC=CC=C1 (1,4-dihydro-N-(4-methyl-2-thiazolyl)-4-oxo-1-phenyl-3-quinolinecarboxamide). Isolated yield 67.0%. As a reaction SMILES: [OH:1][C:2]1[C:11]2[C:6](=[CH:7][CH:8]=[CH:9][CH:10]=2)[N:5]([C:12]2[CH:17]=[CH:16][CH:15]=[CH:14][CH:13]=2)[CH2:4][C:3]=1[C:18]([NH:20][C:21]1[S:22][CH:23]=[C:24]([CH3:26])[N:25]=1)=[O:19]>C1(C)C=CC=CC=1.[O-2].[O-2].[Mn+4]>[CH3:26][C:24]1[N:25]=[C:21]([NH:20][C:18]([C:3]2[C:2](=[O:1])[C:11]3[C:6](=[CH:7][CH:8]=[CH:9][CH:10]=3)[N:5]([C:12]3[CH:17]=[CH:16][CH:15]=[CH:14][CH:13]=3)[CH:4]=2)=[O:19])[S:22][CH:23]=1 |f:2.3.4|. Reported procedure: A solution of 9.0 g of 1,2-dihydro-4-hydroxy-N-(4-methyl-2-thiazolyl)-1-phenyl-3-quinolinecarboxamide in 250 ml of hot toluene was treated with 36.0 g of activated manganese dioxide and stirred for two hours at ambient temperature. The slurry was filtered and evaporated. Recrystallization of the residue from chloroform yielded 6.0 g (66%) of 1,4-dihydro-N-(4-methyl-2-thiazolyl)-4-oxo-1-phenyl-3-quinolinecarboxamide, m.p. 252°-254° C. Reactants: CC(C)(C)OC(=O)N1CC(CCCO)C(NC(=O)OCc2ccccc2)C1, CO. Product: CC(C)(C)OC(=O)N1CC(N)C(CCCO)C1. Reaction SMILES: [C:1]([CH3:2])([CH3:3])([CH3:4])[O:5][C:6](=[O:7])[N:8]1[CH2:9][CH:10]([NH:17][C:18](=[O:19])[O:20][CH2:21][c:22]2[cH:23][cH:24][cH:25][cH:26][cH:27]2)[CH:11]([CH2:13][CH2:14][CH2:15][OH:16])[CH2:12]1.[CH3:28][OH:29]>>[C:1]([CH3:2])([CH3:3])([CH3:4])[O:5][C:6](=[O:7])[N:8]1[CH2:9][CH:10]([NH2:17])[CH:11]([CH2:13][CH2:14][CH2:15][OH:16])[CH2:12]1. Starting materials: C(C)C(C(=O)C1=CC=C(C=C1)OCCO)(CC=C)N(C)C (2-ethyl-2-dimethylamino-1-(4-(2-hydroxyethoxy)phenyl)-pent-4-en-1-one). The reagents and catalysts are [Pd] (palladium-on-carbon). Solvent: C(C)(=O)OCC (ethyl acetate). Yields the product C(C)C(C(=O)C1=CC=C(C=C1)OCCO)(CCC)N(C)C (2-Ethyl-2-dimethylamino-1-(4-(2-hydroxyethoxy)phenyl)-pentan-1-one). As a reaction SMILES: [CH2:1]([C:3]([N:19]([CH3:21])[CH3:20])([CH2:16][CH:17]=[CH2:18])[C:4]([C:6]1[CH:11]=[CH:10][C:9]([O:12][CH2:13][CH2:14][OH:15])=[CH:8][CH:7]=1)=[O:5])[CH3:2]>C(OCC)(=O)C.[Pd]>[CH2:1]([C:3]([N:19]([CH3:21])[CH3:20])([CH2:16][CH2:17][CH3:18])[C:4]([C:6]1[CH:11]=[CH:10][C:9]([O:12][CH2:13][CH2:14][OH:15])=[CH:8][CH:7]=1)=[O:5])[CH3:2]. Reported procedure: 32.6 g (0.11 mol) of 2-ethyl-2-dimethylamino-1-(4-(2-hydroxyethoxy)phenyl)-pent-4-en-1-one according to Example A2 are dissolved in 220 ml of ethyl acetate, 1.6 g of palladium-on-carbon (5%) are added thereto and the mixture is then hydrogenated at 30° C. under normal pressure. After approximately 3 hours the absorption of hydrogen ceases (2.58 liters, 103% of the theoretical amount). The catalyst is removed by filtration and the solvent is distilled off using a rotary evaporator (RE). The oily ... Starting materials: Cl.ClC1=C(CN2CC(=CCC2)C(=O)OC)C=CC=C1 (methyl 1-(2-chlorobenzyl)-1,2,5,6-tetrahydropyridine-3-carboxylate hydrochloride), CC(=O)C (acetone). The solvent is Cl (hydrochloric acid). Yields the product Cl.ClC1=C(CN2CC(=CCC2)C(=O)O)C=CC=C1 (1-(2-chlorobenzyl)-1,2,5,6-tetrahydropyridine-3-carboxylic acid hydrochloride). Yield: 186.4%. RXN SMILES: Cl.[Cl:2][C:3]1[CH:19]=[CH:18][CH:17]=[CH:16][C:4]=1[CH2:5][N:6]1[CH2:11][CH2:10][CH:9]=[C:8]([C:12]([O:14]C)=[O:13])[CH2:7]1.CC(C)=O>Cl>[ClH:2].[Cl:2][C:3]1[CH:19]=[CH:18][CH:17]=[CH:16][C:4]=1[CH2:5][N:6]1[CH2:11][CH2:10][CH:9]=[C:8]([C:12]([OH:14])=[O:13])[CH2:7]1 |f:0.1,4.5|. Procedure: A solution of methyl 1-(2-chlorobenzyl)-1,2,5,6-tetrahydropyridine-3-carboxylate hydrochloride (0.45 g.) in concentrated hydrochloric acid (10 ml.) was heated at 95°-100° C. for 2 hours, cooled and evaporated. The residue was evaporated several times with acetone and toluene to remove remaining traces of water. The solid obtained was stirred with acetone and then collected by filtration to give 1-(2-chlorobenzyl)-1,2,5,6-tetrahydropyridine-3-carboxylic acid hydrochloride (0.4 g.), m.p. 208°-210°...